From a dataset of the Open Reaction Database (ORD), a public repository of structured organic reaction records. describe an organic reaction: reactants, conditions, products, and yield Reactants: C(C)OC(CC(C)=O)=O (3-oxobutyric acid ethyl ester), C1(=CC=CC=C1)NC(=N)NC(=N)N (1-phenylbiguanide). Solvent: C(C)O (ethanol). Run at time 4 hour. Yields the product CC=1N=C(NC(C1)=O)NC(=N)NC1=CC=CC=C1 (N-(4-methyl-6-oxo-1,6-dihydropyrimidin-2-yl)-N′-phenylguanidine). Yield: 74.0%. As a reaction SMILES: C(O[C:4](=[O:9])[CH2:5][C:6](=O)[CH3:7])C.[C:10]1([NH:16][C:17]([NH:19][C:20]([NH2:22])=[NH:21])=[NH:18])[CH:15]=[CH:14][CH:13]=[CH:12][CH:11]=1>C(O)C>[CH3:7][C:6]1[N:21]=[C:20]([NH:19][C:17]([NH:16][C:10]2[CH:15]=[CH:14][CH:13]=[CH:12][CH:11]=2)=[NH:18])[NH:22][C:4](=[O:9])[CH:5]=1. Procedure: In a 50 milliliter round-bottom flask, 3-oxobutyric acid ethyl ester (2.6 grams, 0.020 mol; obtained from Aldrich Chemical Co., Milwaukee, Wis.) was added at room temperature to a solution of 1-phenylbiguanide (3.5 grams, 0.020 mol, prepared as described in Part D of Example I) in anhydrous ethanol (15 milliliters). The mixture was heated at reflux and stirred for 4 hours. After a few minutes, all the components dissolved. Cooling the resulting yellow solution mixture to room temperature gave a ... The reactants are IC1=NN(C2=CC(=CC=C12)C=O)COCC[Si](C)(C)C (3-iodo-1-((2-(trimethylsilyl)ethoxy)methyl)-1H-indazole-6-carbaldehyde), C1CN1P(=O)(NC(=O)C2=CC=CC=C2I)N3CC3 (A103), CN1CCN(CC1)C1=NC=C(C=C1)C=C (1-methyl-4-(5-vinylpyridin-2-yl)piperazine). Procedure: The title compound was synthesized according to the method of Example A103, utilizing 1-methyl-4-(5-vinylpyridin-2-yl)piperazine (65 mg, 0.32 mmol) and 3-iodo-1-((2-(trimethylsilyl)ethoxy)methyl)-1H-indazole-6-carbaldehyde (100 mg, 0.25 mmol). Purified by prepTLC (SiO2 10% MeOH/DCM) to provide the title compound to as a pale orange material (46 mg, 39%). 1H NMR (400 MHz, CD3OD) δ ppm 10.14 (s, 1H), 8.34 (d, J=2.26 Hz, 1.0H), 8.24-8.28 (m, 2H), 8.00 (dd, J=8.91, 2.38 Hz, 1H), 7.80 (d, J=8.78 Hz, ... Product: CN1CCN(CC1)C1=CC=C(C=N1)/C=C/C1=NN(C2=CC(=CC=C12)C=O)COCC[Si](C)(C)C ((E)-3-(2-(6-(4-methylpiperazin-1-yl)pyridin-3-yl)vinyl)-1-((2-(trimethylsilyl)-ethoxy)methyl)-1H-indazole-6-carbaldehyde), material. RXN SMILES: C1N(P(N2CC2)(NC(C2C(I)=CC=CC=2)=O)=O)C1.[CH3:19][N:20]1[CH2:25][CH2:24][N:23]([C:26]2[CH:31]=[CH:30][C:29]([CH:32]=[CH2:33])=[CH:28][N:27]=2)[CH2:22][CH2:21]1.I[C:35]1[C:43]2[C:38](=[CH:39][C:40]([CH:44]=[O:45])=[CH:41][CH:42]=2)[N:37]([CH2:46][O:47][CH2:48][CH2:49][Si:50]([CH3:53])([CH3:52])[CH3:51])[N:36]=1>>[CH3:19][N:20]1[CH2:21][CH2:22][N:23]([C:26]2[N:27]=[CH:28][C:29](/[CH:32]=[CH:33]/[C:35]3[C:43]4[C:38](=[CH:39][C:40]([CH:44]=[O:45])=[CH:41][CH:42]=4)[N:37]([CH2:46][O:47][CH2:48][CH2:49][Si:50]([CH3:53])([CH3:52])[CH3:51])[N:36]=3)=[CH:30][CH:31]=2)[CH2:24][CH2:25]1. Isolated yield 39.0%. Starting materials: CCOC(=O)Cc1cn(Cc2ccc(OCc3nc(-c4ccccc4)sc3C)nc2)nc1-c1ccccc1, CCO, Cl, [Na+], C1CCOC1, [OH-]. Product: Cc1sc(-c2ccccc2)nc1COc1ccc(Cn2cc(CC(=O)O)c(-c3ccccc3)n2)cn1. As a reaction SMILES: [CH3:1][c:2]1[c:3]([CH2:13][O:14][c:15]2[cH:16][cH:17][c:18]([CH2:21][n:22]3[n:23][c:24](-[c:33]4[cH:34][cH:35][cH:36][cH:37][cH:38]4)[c:25]([CH2:27][C:28](=[O:29])[O:30][CH2:31][CH3:32])[cH:26]3)[cH:19][n:20]2)[n:4][c:5](-[c:7]2[cH:8][cH:9][cH:10][cH:11][cH:12]2)[s:6]1.[CH3:47][CH2:48][OH:49].[ClH:46].[Na+:40].[O:41]1[CH2:42][CH2:43][CH2:44][CH2:45]1.[OH-:39]>>[CH3:1][c:2]1[c:3]([CH2:13][O:14][c:15]2[cH:16][cH:17][c:18]([CH2:21][n:22]3[n:23][c:24](-[c:33]4[cH:34][cH:35][cH:36][cH:37][cH:38]4)[c:25]([CH2:27][C:28](=[O:29])[OH:30])[cH:26]3)[cH:19][n:20]2)[n:4][c:5](-[c:7]2[cH:8][cH:9][cH:10][cH:11][cH:12]2)[s:6]1. Reactants: [Br-], CC(C)(C)[O-], C[P+](c1ccccc1)(c1ccccc1)c1ccccc1, CCOCC, [Cl-], [K+], [NH4+], COC(=O)C1CC(=O)CN1C(=O)OC(C)(C)C. Product: C=C1CC(C(=O)OC)N(C(=O)OC(C)(C)C)C1. As a reaction SMILES: [Br-:26].[CH3:1][C:2]([CH3:3])([O-:4])[CH3:5].[CH3:27][P+:28]([c:29]1[cH:30][cH:31][cH:32][cH:33][cH:34]1)([c:35]1[cH:36][cH:37][cH:38][cH:39][cH:40]1)[c:41]1[cH:42][cH:43][cH:44][cH:45][cH:46]1.[CH3:47][CH2:48][O:49][CH2:50][CH3:51].[Cl-:24].[K+:6].[NH4+:25].[O:7]=[C:8]1[CH2:9][CH:10]([C:20](=[O:21])[O:22][CH3:23])[N:11]([C:13](=[O:14])[O:15][C:16]([CH3:17])([CH3:18])[CH3:19])[CH2:12]1>>[CH2:1]=[C:8]1[CH2:9][CH:10]([C:20](=[O:21])[O:22][CH3:23])[N:11]([C:13](=[O:14])[O:15][C:16]([CH3:17])([CH3:18])[CH3:19])[CH2:12]1. Reactants: C1(=NC=CC2=CC=CC=C12)C=O (isoquinolin-1-aldehyde), C1(CC(CCC1)=O)=O (cyclohexane-1,3-dione), C(C)OC(CC(N)=N)=O (amidinoacetic acid ethyl ester). Solvent: C(C)O (ethanol), C(C)O (ethanol). The product is C(C)OC(=O)C1=C(NC=2CCCC(C2C1C1=NC=CC2=CC=CC=C12)=O)N (2-amino-4-(isoquinol-1-yl)-1,4,5,6,7,8-hexahydro-5oxoquinoline-3-carboxylic acid ethyl ester). Procedure details: Upon heating a solution of 6.3 g of isoquinolin-1-aldehyde, 4.5 g of cyclohexane-1,3-dione and 5.2 g of amidinoacetic acid ethyl ester in 100 ml of ethanol for 2 hours, 2-amino-4-(isoquinol-1-yl)-1,4,5,6,7,8-hexahydro-5oxoquinoline-3-carboxylic acid ethyl ester of melting point 272°C (ethanol) is obtained. RXN SMILES: [C:1]1([CH:11]=O)[C:10]2[C:5](=[CH:6][CH:7]=[CH:8][CH:9]=2)[CH:4]=[CH:3][N:2]=1.[C:13]1(=[O:20])[CH2:18][CH2:17][CH2:16][C:15](=O)[CH2:14]1.[CH2:21]([O:23][C:24](=[O:29])[CH2:25][C:26](=[NH:28])[NH2:27])[CH3:22]>C(O)C>[CH2:21]([O:23][C:24]([C:25]1[CH:11]([C:1]2[C:10]3[C:5](=[CH:6][CH:7]=[CH:8][CH:9]=3)[CH:4]=[CH:3][N:2]=2)[C:14]2[C:13](=[O:20])[CH2:18][CH2:17][CH2:16][C:15]=2[NH:27][C:26]=1[NH2:28])=[O:29])[CH3:22]. The product is COCCc1nc2c(N)nc3ccccc3c2n1CCCCNC(=O)c1cc2ccccc2cn1. The reactants are CCN=C=NCCCN(C)C, ClCCl, Cl, COCCc1nc2c(N)nc3ccccc3c2n1CCCCN, On1nnc2ccccc21, O=C(O)c1cc2ccccc2cn1, c1ccncc1. As a reaction SMILES: [CH3:25][N:26]([CH3:27])[CH2:28][CH2:29][CH2:30][N:31]=[C:32]=[N:33][CH2:34][CH3:35].[Cl:59][CH2:60][Cl:61].[ClH:24].[NH2:36][CH2:37][CH2:38][CH2:39][CH2:40][n:41]1[c:42]([CH2:55][CH2:56][O:57][CH3:58])[n:43][c:44]2[c:45]([NH2:54])[n:46][c:47]3[cH:48][cH:49][cH:50][cH:51][c:52]3[c:53]12.[OH:14][n:15]1[c:16]2[cH:17][cH:18][cH:19][cH:20][c:21]2[n:22][n:23]1.[cH:1]1[n:2][c:3]([C:11](=[O:12])[OH:13])[cH:4][c:5]2[cH:6][cH:7][cH:8][cH:9][c:10]12.[cH:62]1[cH:63][cH:64][n:65][cH:66][cH:67]1>>[cH:1]1[n:2][c:3]([C:11](=[O:13])[NH:36][CH2:37][CH2:38][CH2:39][CH2:40][n:41]2[c:42]([CH2:55][CH2:56][O:57][CH3:58])[n:43][c:44]3[c:45]([NH2:54])[n:46][c:47]4[cH:48][cH:49][cH:50][cH:51][c:52]4[c:53]23)[cH:4][c:5]2[cH:6][cH:7][cH:8][cH:9][c:10]12. Starting materials: O1CCOCC1 (dioxane), B(Cl)(Cl)Cl (BCl3), B#B (diborane), O1CCOCC1 (dioxane). The product is B(Cl)(Cl)Cl (BCl3), O1CCOCC1.BCl (dioxane BH2Cl). RXN SMILES: [B:1]([Cl:4])([Cl:3])[Cl:2].B#B.[O:7]1[CH2:12][CH2:11][O:10][CH2:9][CH2:8]1>>[B:1]([Cl:4])([Cl:3])[Cl:2].[O:7]1[CH2:12][CH2:11][O:10][CH2:9][CH2:8]1.[BH2:1][Cl:2] |f:4.5|. Reported procedure: BCl3 was prepared by passing BCl3 gas slowly into dioxane at 0° C. The adduct thus obtained is a solid which melts at 56° C. (with decomposition), but is stable at 0° C. for several weeks. Reaction of this adduct with diborane in dioxane produces dioxane-BH2Cl as outlined in the following equation. ##STR1## The reactants are Intermediate 243, FC(C(=O)O)(F)F.C[C@@H](CCC)OC=1NC(=C2N=C(N=C2N1)OC)N (2-{[(1S)-1-methylbutyl]oxy}-8-(methyloxy)-1H-purin-6-amine trifluoroacetate), BrCCC1OCCC1 (2-(2-bromoethyl)tetrahydrofuran). Product: C[C@@H](CCC)OC1=NC(=C2N=C(N(C2=N1)CCC1OCCC1)OC)N (2-{[(1S)-1-Methylbutyl]oxy}-8-(methyloxy)-9-[2-(tetrahydro-2-furanyl)ethyl]-9H-purin-6-amine). As a reaction SMILES: FC(F)(F)C(O)=O.[CH3:8][C@H:9]([O:13][C:14]1[NH:15][C:16]([NH2:25])=[C:17]2[C:21]([N:22]=1)=[N:20][C:19]([O:23][CH3:24])=[N:18]2)[CH2:10][CH2:11][CH3:12].Br[CH2:27][CH2:28][CH:29]1[CH2:33][CH2:32][CH2:31][O:30]1>>[CH3:8][C@H:9]([O:13][C:14]1[N:22]=[C:21]2[C:17]([N:18]=[C:19]([O:23][CH3:24])[N:20]2[CH2:27][CH2:28][CH:29]2[CH2:33][CH2:32][CH2:31][O:30]2)=[C:16]([NH2:25])[N:15]=1)[CH2:10][CH2:11][CH3:12] |f:0.1|. Procedure: Prepared similarly to Intermediate 243 from 2-{[(1S)-1-methylbutyl]oxy}-8-(methyloxy)-1H-purin-6-amine trifluoroacetate and 2-(2-bromoethyl)tetrahydrofuran. Yields the product CC(C)(C)[Si](C)(C)OCC1COCCN1. RXN SMILES: [CH2:1]([c:2]1[cH:3][cH:4][cH:5][cH:6][cH:7]1)[N:8]1[CH:9]([CH2:14][O:15][Si:16]([CH3:17])([CH3:18])[C:19]([CH3:20])([CH3:21])[CH3:22])[CH2:10][O:11][CH2:12][CH2:13]1.[CH3:25][CH2:26][O:27][C:28]([CH3:29])=[O:30].[H:23][H:24]>>[NH:8]1[CH:9]([CH2:14][O:15][Si:16]([CH3:17])([CH3:18])[C:19]([CH3:20])([CH3:21])[CH3:22])[CH2:10][O:11][CH2:12][CH2:13]1. Reactants: CC(C)(C)[Si](C)(C)OCC1COCCN1Cc1ccccc1, CCOC(C)=O, [H][H]. Reactants: C, CO, C1CCOC1, [Pd], C=Cc1ccc2[nH]c(=O)n(CCc3ccccc3)c(=O)c2c1. Product: CCc1ccc2[nH]c(=O)n(CCc3ccccc3)c(=O)c2c1. As a reaction SMILES: [C:30].[CH3:23][OH:24].[O:25]1[CH2:26][CH2:27][CH2:28][CH2:29]1.[Pd:31].[c:1]1([CH2:7][CH2:8][n:9]2[c:10](=[O:22])[nH:11][c:12]3[cH:13][cH:14][c:15]([CH:20]=[CH2:21])[cH:16][c:17]3[c:18]2=[O:19])[cH:2][cH:3][cH:4][cH:5][cH:6]1>>[c:1]1([CH2:7][CH2:8][n:9]2[c:10](=[O:22])[nH:11][c:12]3[cH:13][cH:14][c:15]([CH2:20][CH3:21])[cH:16][c:17]3[c:18]2=[O:19])[cH:2][cH:3][cH:4][cH:5][cH:6]1.